This data is from the Open Reaction Database (ORD), a public repository of structured organic reaction records. The task is: describe an organic reaction: reactants, conditions, products, and yield Reactants: CN1CCCC1=O, CCN(C(C)C)C(C)C, CCCOC1CNCCC1NC(=O)c1cc(Cl)c(C)[nH]1, COC(=O)c1sc(Cl)nc1-c1ncnn1C, O. The product is CCCOC1CN(c2nc(-c3ncnn3C)c(C(=O)OC)s2)CCC1NC(=O)c1cc(Cl)c(C)[nH]1. Reaction SMILES: [CH3:47][N:48]1[CH2:49][CH2:50][CH2:51][C:52]1=[O:53].[CH:37]([N:38]([CH2:39][CH3:40])[CH:41]([CH3:42])[CH3:43])([CH3:44])[CH3:45].[Cl:17][c:18]1[cH:19][c:20]([C:24](=[O:25])[NH:26][CH:27]2[CH:28]([O:33][CH2:34][CH2:35][CH3:36])[CH2:29][NH:30][CH2:31][CH2:32]2)[nH:21][c:22]1[CH3:23].[Cl:1][c:2]1[s:3][c:4]([C:13](=[O:14])[O:15][CH3:16])[c:5](-[c:7]2[n:8][cH:9][n:10][n:11]2[CH3:12])[n:6]1.[OH2:46]>>[c:2]1([N:30]2[CH2:29][CH:28]([O:33][CH2:34][CH2:35][CH3:36])[CH:27]([NH:26][C:24]([c:20]3[cH:19][c:18]([Cl:17])[c:22]([CH3:23])[nH:21]3)=[O:25])[CH2:32][CH2:31]2)[s:3][c:4]([C:13](=[O:14])[O:15][CH3:16])[c:5](-[c:7]2[n:8][cH:9][n:10][n:11]2[CH3:12])[n:6]1. Starting materials: CC=1C=CC(=C(C(=O)O)C1)C=1C=NN(C1)C (5-methyl-2-(1-methyl-1H-pyrazol-4-yl)benzoic acid), CC1=NOC(=C1B1OC(C(O1)(C)C)(C)C)C (3,5-dimethyl-4-(4,4,5,5-tetramethyl-1,3,2-dioxaborolan-2-yl)isoxazole). Yields the product CC1=NOC(=C1C1=C(C(=O)O)C=C(C=C1)C)C (2-(3,5-Dimethylisoxazol-4-yl)-5-methylbenzoic acid). RXN SMILES: [CH3:1][C:2]1[CH:3]=[CH:4][C:5](C2C=NN(C)C=2)=[C:6]([CH:10]=1)[C:7]([OH:9])=[O:8].[CH3:17][C:18]1[C:22](B2OC(C)(C)C(C)(C)O2)=[C:21]([CH3:32])[O:20][N:19]=1>>[CH3:17][C:18]1[C:22]([C:5]2[CH:4]=[CH:3][C:2]([CH3:1])=[CH:10][C:6]=2[C:7]([OH:9])=[O:8])=[C:21]([CH3:32])[O:20][N:19]=1. Procedure details: The title compound was synthesized following the same general protocol as described for 5-methyl-2-(1-methyl-1H-pyrazol-4-yl)benzoic acid in Example A1, using 3,5-dimethyl-4-(4,4,5,5-tetramethyl-1,3,2-dioxaborolan-2-yl)isoxazole. ESI-MS (m/z): 232 [M+1]+. Starting materials: BrC=1C=C2C(C(NC2=CC1)=O)(C)C (5-bromo-3,3-dimethyl-1,3-dihydro-2H-indol-2-one), ClCCOC1OCCCC1 (2-(2-chloroethoxy)tetrahydro-2H-pyran). Product: BrC=1C=C2C(C(N(C2=CC1)CCO)=O)(C)C (5-Bromo-3,3-dimethyl-1-(2-hydroxyethyl)-1 3-dihydro-2H-indol-2-one). As a reaction SMILES: [Br:1][C:2]1[CH:3]=[C:4]2[C:8](=[CH:9][CH:10]=1)[NH:7][C:6](=[O:11])[C:5]2([CH3:13])[CH3:12].Cl[CH2:15][CH2:16][O:17]C1CCCCO1>>[Br:1][C:2]1[CH:3]=[C:4]2[C:8](=[CH:9][CH:10]=1)[N:7]([CH2:15][CH2:16][OH:17])[C:6](=[O:11])[C:5]2([CH3:13])[CH3:12]. Procedure details: Prepared from 5-bromo-3,3-dimethyl-1,3-dihydro-2H-indol-2-one and 2-(2-chloroethoxy)tetrahydro-2H-pyran. Reactants: Cl (hydrochloric acid), FC1=C(C=C(C=C1)OC)C1=C(C=C(C=N1)CO)OC1OCCCC1 ((6-(2-fluoro-5-methoxyphenyl)-5-((tetrahydro-2H-pyran-2-yl)oxy)pyridin-3-yl)methanol), ClC1=CC(=NC=N1)C(CC(=O)OCC)C1CC1 (ethyl 3-(6-chloropyrimidin-4-yl)-3-cyclopropylpropanoate), [H-].[Na+] (sodium hydride). Solvent: C1CCOC1 (THF). Reaction conditions: time 2 hour. Product: C1(CC1)C(CC(=O)OCC)C1=NC=NC(=C1)OCC=1C=NC(=C(C1)OC1OCCCC1)C1=C(C=CC(=C1)OC)F (ethyl 3-cyclopropyl-3-(6-((6-(2-fluoro-5methoxyphenyl)-5-((tetrahydro-2H-pyran-2-yl) oxy)pyridin-3-yl)methoxy)pyrimidin-4-yl)propanoate). Yield: 52.4%. RXN SMILES: [F:1][C:2]1[CH:7]=[CH:6][C:5]([O:8][CH3:9])=[CH:4][C:3]=1[C:10]1[N:15]=[CH:14][C:13]([CH2:16][OH:17])=[CH:12][C:11]=1[O:18][CH:19]1[CH2:24][CH2:23][CH2:22][CH2:21][O:20]1.Cl[C:26]1[N:31]=[CH:30][N:29]=[C:28]([CH:32]([CH:39]2[CH2:41][CH2:40]2)[CH2:33][C:34]([O:36][CH2:37][CH3:38])=[O:35])[CH:27]=1.[H-].[Na+].Cl>C1COCC1>[CH:39]1([CH:32]([C:28]2[CH:27]=[C:26]([O:17][CH2:16][C:13]3[CH:14]=[N:15][C:10]([C:3]4[CH:4]=[C:5]([O:8][CH3:9])[CH:6]=[CH:7][C:2]=4[F:1])=[C:11]([O:18][CH:19]4[CH2:24][CH2:23][CH2:22][CH2:21][O:20]4)[CH:12]=3)[N:31]=[CH:30][N:29]=2)[CH2:33][C:34]([O:36][CH2:37][CH3:38])=[O:35])[CH2:41][CH2:40]1 |f:2.3|. Procedure details: Under a nitrogen atmosphere, to a solution of (6-(2-fluoro-5-methoxyphenyl)-5-((tetrahydro-2H-pyran-2-yl)oxy)pyridin-3-yl)methanol (189 mg) and ethyl 3-(6-chloropyrimidin-4-yl)-3-cyclopropylpropanoate (174 mg) in THF (2.8 mL) was added 60% sodium hydride (25 mg) at 0° C., and the mixture was stirred at room temperature for 2 hr. The reaction mixture was cooled to 0° C., and neutralized with 1N hydrochloric acid. The reaction mixture was extracted with ethyl acetate, and the extract was washed wi... The reactants are O=[N+]([O-])c1ccc(Br)cn1, CS(C)=O, CCN(C(C)C)C(C)C, CC(C)(C)OC(=O)N1CCNCC1. The product is CC(C)(C)OC(=O)N1CCN(c2ccc([N+](=O)[O-])nc2)CC1. RXN SMILES: [Br:1][c:2]1[cH:3][cH:4][c:5]([N+:8](=[O:9])[O-:10])[n:6][cH:7]1.[CH3:33][S:34]([CH3:35])=[O:36].[CH:24]([N:25]([CH2:26][CH3:27])[CH:28]([CH3:29])[CH3:30])([CH3:31])[CH3:32].[N:11]1([C:17](=[O:18])[O:19][C:20]([CH3:21])([CH3:22])[CH3:23])[CH2:12][CH2:13][NH:14][CH2:15][CH2:16]1>>[c:2]1([N:14]2[CH2:13][CH2:12][N:11]([C:17](=[O:18])[O:19][C:20]([CH3:21])([CH3:22])[CH3:23])[CH2:16][CH2:15]2)[cH:3][cH:4][c:5]([N+:8](=[O:9])[O-:10])[n:6][cH:7]1.